describe an organic reaction: reactants, conditions, products, and yield From a dataset of the Open Reaction Database (ORD), a public repository of structured organic reaction records. Starting materials: CC(C)(C)OC(=O)N1CCN(CCO)C(=O)C1, C1COCCO1, Cl. The product is Cl, O=C1CNCCN1CCO. As a reaction SMILES: [C:2]([O:3][C:4](=[O:5])[N:9]1[CH2:10][C:11](=[O:18])[N:12]([CH2:15][CH2:16][OH:17])[CH2:13][CH2:14]1)([CH3:6])([CH3:7])[CH3:8].[CH2:19]1[O:20][CH2:21][CH2:22][O:23][CH2:24]1.[ClH:1]>>[ClH:1].[NH:9]1[CH2:10][C:11](=[O:18])[N:12]([CH2:15][CH2:16][OH:17])[CH2:13][CH2:14]1. Reaction SMILES: [C:24](=[O:25])([O-:26])[O-:27].[CH3:30][N:31]([CH3:32])[CH:33]=[O:34].[Cl:12][c:13]1[cH:14][c:15]([CH3:23])[c:16]([N+:20](=[O:21])[O-:22])[cH:17][c:18]1[CH3:19].[K+:28].[K+:29].[cH:1]1[c:2]([OH:11])[cH:3][cH:4][c:5]2[c:10]1[CH2:9][CH2:8][CH2:7][CH2:6]2>>[cH:1]1[c:2]([O:11][c:13]2[cH:14][c:15]([CH3:23])[c:16]([N+:20](=[O:21])[O-:22])[cH:17][c:18]2[CH3:19])[cH:3][cH:4][c:5]2[c:10]1[CH2:9][CH2:8][CH2:7][CH2:6]2. Yields the product Cc1cc([N+](=O)[O-])c(C)cc1Oc1ccc2c(c1)CCCC2. The reactants are O=C([O-])[O-], CN(C)C=O, Cc1cc([N+](=O)[O-])c(C)cc1Cl, [K+], [K+], Oc1ccc2c(c1)CCCC2.